From a dataset of the Open Reaction Database (ORD), a public repository of structured organic reaction records. describe an organic reaction: reactants, conditions, products, and yield Starting materials: ClCCCl, ClCCl, CN(C)c1ccncc1, NC1CC1, O=C(O)C1CC1. Yields the product O=C(NC1CC1)C1CC1. Reaction SMILES: [CH2:11]([Cl:12])[CH2:13][Cl:14].[CH2:15]([Cl:16])[Cl:17].[CH3:18][N:19]([c:20]1[cH:21][cH:22][n:23][cH:24][cH:25]1)[CH3:26].[CH:7]1([NH2:10])[CH2:8][CH2:9]1.[OH:1][C:2](=[O:3])[CH:4]1[CH2:5][CH2:6]1>>[O:1]=[C:2]([CH:4]1[CH2:5][CH2:6]1)[NH:10][CH:7]1[CH2:8][CH2:9]1. Reactants: C(C)(=O)OCC (ethyl acetate), C(C)(C)(C)OC(N[C@@H](COCC1=CC=CC=C1)CO)=O (((R)-2-benzyloxy-1-hydroxymethylethyl)-carbamic acid tert-butyl ester), C1(=CC=CC=C1)C(=C)C1=CC=CC=C1 (1,1-diphenylethylene), IN1C(CCC1=O)=O (N-iodosuccinimide). Run in C(C)#N (acetonitrile). Product: C(C)(C)(C)OC(N[C@@H](COCC1=CC=CC=C1)COC(CI)(C1=CC=CC=C1)C1=CC=CC=C1)=O ([(S)-2-benzyloxy-1-(2-iodo-1,1-diphenylethoxymethyl)-ethyl]-carbamic acid tert-butyl ester). As a reaction SMILES: [C:1]([O:5][C:6](=[O:20])[NH:7][C@H:8]([CH2:18][OH:19])[CH2:9][O:10][CH2:11][C:12]1[CH:17]=[CH:16][CH:15]=[CH:14][CH:13]=1)([CH3:4])([CH3:3])[CH3:2].[C:21]1([C:27]([C:29]2[CH:34]=[CH:33][CH:32]=[CH:31][CH:30]=2)=[CH2:28])[CH:26]=[CH:25][CH:24]=[CH:23][CH:22]=1.[I:35]N1C(=O)CCC1=O.C(OCC)(=O)C>C(#N)C>[C:1]([O:5][C:6](=[O:20])[NH:7][C@H:8]([CH2:18][O:19][C:27]([C:29]1[CH:30]=[CH:31][CH:32]=[CH:33][CH:34]=1)([C:21]1[CH:26]=[CH:25][CH:24]=[CH:23][CH:22]=1)[CH2:28][I:35])[CH2:9][O:10][CH2:11][C:12]1[CH:17]=[CH:16][CH:15]=[CH:14][CH:13]=1)([CH3:4])([CH3:2])[CH3:3]. Procedure details: Dissolve ((R)-2-benzyloxy-1-hydroxymethylethyl)-carbamic acid tert-butyl ester (1.0 g, 3.55 mmol) and 1,1-diphenylethylene (0.534 g, 2.96 mmol) in acetonitrile (20 mL). Add N-iodosuccinimide (0.800 g, 3.55 mmol) and stir at room temperature 72 hours. Pour into ethyl acetate and wash with saturated aqueous sodium chloride. Dry (magnesium sulfate), filter and concentrate. Purify on silica gel, eluting with 0:100 to 30:70 ethyl acetate:hexanes to give the desired compound. Reactants: CCCCCCCCCCCCc1c[nH]c(C(=O)NN)c1, Cl, O, Cc1ccc(S(=O)(=O)Cl)cc1, c1ccncc1. Product: CCCCCCCCCCCCc1c[nH]c(C(=O)N(N)S(=O)(=O)c2ccc(C)cc2)c1. RXN SMILES: [CH2:1]([CH2:2][CH2:3][CH2:4][CH2:5][CH2:6][CH2:7][CH2:8][CH2:9][CH2:10][CH2:11][CH3:12])[c:13]1[cH:14][c:15]([C:18](=[O:19])[NH:20][NH2:21])[nH:16][cH:17]1.[ClH:39].[OH2:40].[c:28]1([CH3:38])[cH:29][cH:30][c:31]([S:34](=[O:35])(=[O:36])[Cl:37])[cH:32][cH:33]1.[cH:22]1[cH:23][cH:24][n:25][cH:26][cH:27]1>>[CH2:1]([CH2:2][CH2:3][CH2:4][CH2:5][CH2:6][CH2:7][CH2:8][CH2:9][CH2:10][CH2:11][CH3:12])[c:13]1[cH:14][c:15]([C:18](=[O:19])[N:20]([NH2:21])[S:34]([c:31]2[cH:30][cH:29][c:28]([CH3:38])[cH:33][cH:32]2)(=[O:35])=[O:36])[nH:16][cH:17]1.